Dataset: the Open Reaction Database (ORD), a public repository of structured organic reaction records. Task: describe an organic reaction: reactants, conditions, products, and yield Starting materials: COC1=CC=C(C=C1)S(=O)(=O)N(CC(=O)OCC)CC1=CC=C(C=C1)OC (Ethyl 2-[[4-methoxybenzenesulfonyl](4-methoxybenzyl)amino]acetate), C[O-].[Na+] (sodium methoxide), solution, Cl.NO (hydroxylamine hydrochloride). Solvent: CO (methanol). Conditions: time 8 hour. Yields the product ONC(CN(CC1=CC=C(C=C1)OC)S(=O)(=O)C1=CC=C(C=C1)OC)=O (N-hydroxy-2-[[4-methoxybenzenesulfonyl]-(4-methoxybenzyl)amino]acetamide). Reaction SMILES: [CH3:1][O:2][C:3]1[CH:8]=[CH:7][C:6]([S:9]([N:12]([CH2:19][C:20]2[CH:25]=[CH:24][C:23]([O:26][CH3:27])=[CH:22][CH:21]=2)[CH2:13][C:14](OCC)=[O:15])(=[O:11])=[O:10])=[CH:5][CH:4]=1.Cl.[NH2:29][OH:30].C[O-].[Na+]>CO>[OH:30][NH:29][C:14](=[O:15])[CH2:13][N:12]([S:9]([C:6]1[CH:7]=[CH:8][C:3]([O:2][CH3:1])=[CH:4][CH:5]=1)(=[O:11])=[O:10])[CH2:19][C:20]1[CH:25]=[CH:24][C:23]([O:26][CH3:27])=[CH:22][CH:21]=1 |f:1.2,3.4|. Procedure details: Ethyl 2-[[4-methoxybenzenesulfonyl](4-methoxybenzyl)amino]acetate (0.90 g, 2.3 mmol) is dissolved in methanol (20 mL). To this solution is added hydroxylamine hydrochloride (0.80 g, 11.5 mmol), followed by the addition of sodium methoxide (5.2 mL of a 2.67M solution). The reaction is stirred overnight at room temperature. The reaction is worked up by partitioning between dilute hydrochloric acid (pH=~3) and ethyl acetate. The aqueous phase is extracted well with ethyl acetate, the combined organ... Starting materials: CC(C)(C)[Si](Cl)(c1ccccc1)c1ccccc1, CN(C)c1ccncc1, ClCCl, OCC1CC=CC1O. The product is CC(C)(C)[Si](OCC1CC=CC1O)(c1ccccc1)c1ccccc1. As a reaction SMILES: [C:9]([CH3:10])([CH3:11])([CH3:12])[Si:13]([c:14]1[cH:15][cH:16][cH:17][cH:18][cH:19]1)([c:20]1[cH:21][cH:22][cH:23][cH:24][cH:25]1)[Cl:26].[CH3:30][N:31]([c:32]1[cH:33][cH:34][n:35][cH:36][cH:37]1)[CH3:38].[Cl:27][CH2:28][Cl:29].[OH:1][CH2:2][CH:3]1[CH2:4][CH:5]=[CH:6][CH:7]1[OH:8]>>[O:1]([CH2:2][CH:3]1[CH2:4][CH:5]=[CH:6][CH:7]1[OH:8])[Si:13]([C:9]([CH3:10])([CH3:11])[CH3:12])([c:14]1[cH:15][cH:16][cH:17][cH:18][cH:19]1)[c:20]1[cH:21][cH:22][cH:23][cH:24][cH:25]1. The reactants are BrC=1C=C(C(=O)N)C=CC1Cl (3-bromo-4-chlorobenzamide). The solvent is C1CCOC1 (THF). Conditions: temperature 60 celsius, time 4 hour. The product is BrC=1C=C(C=CC1Cl)CN ([(3-Bromo-4-chlorophenyl)methyl]amine). RXN SMILES: [Br:1][C:2]1[CH:3]=[C:4]([CH:8]=[CH:9][C:10]=1[Cl:11])[C:5]([NH2:7])=O>C1COCC1>[Br:1][C:2]1[CH:3]=[C:4]([CH2:5][NH2:7])[CH:8]=[CH:9][C:10]=1[Cl:11]. Procedure: To 3-bromo-4-chlorobenzamide (1.6 g, 6.8 mmol) in THF (10 mL) was added borane dimethyl sulfide complex (1.36 mL, 13.6 mmol) at room temperature. The mixture was then heated to 60° C. for 8 days. The solvent was pumped off and the reaction cautiously quenched with ethanol. When bubbling ceased, 1N HCl was added until pH was ˜2. The mixture was stirred at 50° C. for 4 h. The mixture was partitioned between EtOAc and water. The aqueous phase was washed 3× with EtoAC. The aqueous was then adjusted ... Starting materials: C(C)(C)(C)C1=NNC=C1 (3-t-butyl-1H-pyrazole), BrBr (bromine), aqueous solution, [OH-].[Na+] (sodium hydroxide). Run in O (water). Reaction conditions: temperature 0 celsius, time 7 hour. The product is BrC=1C(=NNC1)C(C)(C)C (4-bromo-3-t-butyl-1H-pyrazole). As a reaction SMILES: [C:1]([C:5]1[CH:9]=[CH:8][NH:7][N:6]=1)([CH3:4])([CH3:3])[CH3:2].[OH-].[Na+].[Br:12]Br>O>[Br:12][C:9]1[C:5]([C:1]([CH3:4])([CH3:3])[CH3:2])=[N:6][NH:7][CH:8]=1 |f:1.2|. Procedure details: 2.48 g of 3-t-butyl-1H-pyrazole was suspended in 35 ml of water, and 2.5 g of 50% aqueous solution of sodium hydroxide was added to it. The mixture was cooled to 0° C., and then 3.50 g of bromine was added to the mixture, followed by stirring at room temperature for 7 hours. The reaction mixture was extracted by ethyl acetate. The organic layer was washed with water dried over anhydrous magnesium sulfate, filtered, and concentrated under reduced pressure. The residue was subjected to silica gel ...